From a dataset of the Open Reaction Database (ORD), a public repository of structured organic reaction records. describe an organic reaction: reactants, conditions, products, and yield Reactants: NC1=CC2=C(C(=C(O2)C2=CC=C(C=C2)F)C(=O)NC)C=C1C=1C=CC2=C(C=3N(C=4C=CC=C(C4C3)F)CO2)N1 (6-amino-5-(11-fluoro-6H-pyrido[2′,3′:5,6][1,3]oxazino[3,4-a]indol-2-yl)-2-(4-fluorophenyl)-N-methylbenzofuran-3-carboxamide), ClCCN=C=O (1-chloro-2-isocyanatoethane). Run in C1CCOC1 (THF). Run at time 8 hour. The product is ClCCNC(NC1=CC2=C(C(=C(O2)C2=CC=C(C=C2)F)C(=O)NC)C=C1C=1C=CC2=C(C=3N(C=4C=CC=C(C4C3)F)CO2)N1)=O (6-(3-(2-chloroethyl)ureido)-5-(11-fluoro-6H-pyrido[2′,3′:5,6][1,3]oxazino[3,4-a]indol-2-yl)-2-(4-fluorophenyl)-N-methylbenzofuran-3-carboxamide). Yield: 67.0%. RXN SMILES: [NH2:1][C:2]1[C:21]([C:22]2[CH:23]=[CH:24][C:25]3[O:38][CH2:37][N:28]4[C:29]5[CH:30]=[CH:31][CH:32]=[C:33]([F:36])[C:34]=5[CH:35]=[C:27]4[C:26]=3[N:39]=2)=[CH:20][C:5]2[C:6]([C:16]([NH:18][CH3:19])=[O:17])=[C:7]([C:9]3[CH:14]=[CH:13][C:12]([F:15])=[CH:11][CH:10]=3)[O:8][C:4]=2[CH:3]=1.[Cl:40][CH2:41][CH2:42][N:43]=[C:44]=[O:45]>C1COCC1>[Cl:40][CH2:41][CH2:42][NH:43][C:44](=[O:45])[NH:1][C:2]1[C:21]([C:22]2[CH:23]=[CH:24][C:25]3[O:38][CH2:37][N:28]4[C:29]5[CH:30]=[CH:31][CH:32]=[C:33]([F:36])[C:34]=5[CH:35]=[C:27]4[C:26]=3[N:39]=2)=[CH:20][C:5]2[C:6]([C:16]([NH:18][CH3:19])=[O:17])=[C:7]([C:9]3[CH:14]=[CH:13][C:12]([F:15])=[CH:11][CH:10]=3)[O:8][C:4]=2[CH:3]=1. Procedure: To a solution of 6-amino-5-(11-fluoro-6H-pyrido[2′,3′:5,6][1,3]oxazino[3,4-a]indol-2-yl)-2-(4-fluorophenyl)-N-methylbenzofuran-3-carboxamide (100 mg, 0.19 mmol) in THF, 1-chloro-2-isocyanatoethane (60 mg, 0.57 mmol) was added at 80° C. Then the reaction mixture was stirred at room temperature overnight. The mixture was extracted with EtOAc, washed with brine, dried and concentrated to provide 6-(3-(2-chloroethyl)ureido)-5-(11-fluoro-6H-pyrido[2′,3′:5,6][1,3]oxazino[3,4-a]indol-2-yl)-2-(4-fluorop... The reactants are O=C1Nc2cc(F)ccc2OC(C(F)(F)F)C1N(Cc1ccccc1)Cc1ccccc1, CO. The product is NC1C(=O)Nc2cc(F)ccc2OC1C(F)(F)F. Reaction SMILES: [CH2:1]([N:8]([CH2:2][c:3]1[cH:4][cH:5][cH:6][cH:7][cH:26]1)[CH:9]1[CH:10]([C:22]([F:23])([F:24])[F:25])[O:11][c:12]2[c:13]([cH:17][c:18]([F:21])[cH:19][cH:20]2)[NH:14][C:15]1=[O:16])[c:27]1[cH:28][cH:29][cH:30][cH:31][cH:32]1.[CH3:33][OH:34]>>[NH2:8][CH:9]1[CH:10]([C:22]([F:23])([F:24])[F:25])[O:11][c:12]2[c:13]([cH:17][c:18]([F:21])[cH:19][cH:20]2)[NH:14][C:15]1=[O:16]. The reactants are Cl.COC(CNC)=O (sarcosine methyl ester hydrochloride), C(C)N1CCOCC1 (N-ethyl morpholine), COC=1C(=C2C=CC=C(C2=CC1)C(=O)O)C(C(F)(F)F)(F)F (6-methoxy-5-(pentafluoroethyl)-1-naphthalene carboxylic acid), ON1N=NC2=C1C=CC=C2 (1-hydroxybenzotriazole), C1(CCCCC1)N=C=NC1CCCCC1 (dicyclohexylcarbodiimide). The solvent is CN(C=O)C (dimethylformamide), CN(C=O)C (dimethylformamide). Reaction conditions: time 1 hour. The product is COC=1C(=C2C=CC=C(C2=CC1)C(=O)N(CC(=O)OC)C)C(C(F)(F)F)(F)F (N-[[6-methoxy-5-(pentafluoroethyl)-1-naphthalenyl]carbonyl]-N-methylglycine, methyl ester). The yield is 54.1%. RXN SMILES: [CH3:1][O:2][C:3]1[C:4]([C:16]([F:22])([F:21])[C:17]([F:20])([F:19])[F:18])=[C:5]2[C:10](=[CH:11][CH:12]=1)[C:9]([C:13](O)=[O:14])=[CH:8][CH:7]=[CH:6]2.ON1C2C=CC=CC=2N=N1.C1(N=C=NC2CCCCC2)CCCCC1.Cl.[CH3:49][O:50][C:51](=[O:55])[CH2:52][NH:53][CH3:54].C(N1CCOCC1)C>CN(C)C=O>[CH3:1][O:2][C:3]1[C:4]([C:16]([F:21])([F:22])[C:17]([F:20])([F:19])[F:18])=[C:5]2[C:10](=[CH:11][CH:12]=1)[C:9]([C:13]([N:53]([CH3:54])[CH2:52][C:51]([O:50][CH3:49])=[O:55])=[O:14])=[CH:8][CH:7]=[CH:6]2 |f:3.4|. Procedure: The crude 6-methoxy-5-(pentafluoroethyl)-1-naphthalene carboxylic acid (3.65 g, 11.4 mmol), 1-hydroxybenzotriazole (2.31 g, 17.1 mmol), dry distilled dimethylformamide (35 ml) and dicyclohexylcarbodiimide (2.82 g, 13.7 mmol) were stirred at room temperature for 1 hour. The mixture was cooled to 0° C., a solution of sarcosine methyl ester hydrochloride (3.18 g, 22.8 mmol) in dimethylformamide (30 ml) and N-ethyl morpholine (2.92 ml, 22.8 mmol) was added and stirring continued for 2 hours at room ... Starting materials: C(CC)=O (propionaldehyde), C(C)(=O)O[BH-](OC(C)=O)OC(C)=O.[Na+] (sodium triacetoxyborohydride), ClC1=C(C(=CC(=C1)C)C)N1C=2C(CCC1)=C(N(N2)C)N (7-(2-chloro-4,6-dimethylphenyl)-2-methyl-4,5,6,7-tetrahydro-2H-pyrazolo[3,4-b]pyridin-3-ylamine), C(CC)=O (propionaldehyde), ClC(C)Cl (dichloroethane), C(C)(=O)O[BH-](OC(C)=O)OC(C)=O.[Na+] (sodium triacetoxyborohydride). Run in ClCCl (dichloromethane). Product: ClC1=C(C(=CC(=C1)C)C)N1C=2C(CCC1)=C(N(N2)C)N(CCC)CCC ([7-(2-chloro-4,6-dimethylphenyl)-2-methyl-4,5,6,7-tetrahydro-2H-pyrazolo[3,4-b]pyridin-3-yl]dipropylamine). RXN SMILES: [Cl:1][C:2]1[CH:7]=[C:6]([CH3:8])[CH:5]=[C:4]([CH3:9])[C:3]=1[N:10]1[CH2:15][CH2:14][CH2:13][C:12]2=[C:16]([NH2:20])[N:17]([CH3:19])[N:18]=[C:11]12.[CH:21](=O)[CH2:22][CH3:23].C(O[BH-](O[C:35](=O)[CH3:36])OC(=O)C)(=O)C.[Na+].Cl[CH:40](Cl)C>ClCCl>[Cl:1][C:2]1[CH:7]=[C:6]([CH3:8])[CH:5]=[C:4]([CH3:9])[C:3]=1[N:10]1[CH2:15][CH2:14][CH2:13][C:12]2=[C:16]([N:20]([CH2:40][CH2:35][CH3:36])[CH2:21][CH2:22][CH3:23])[N:17]([CH3:19])[N:18]=[C:11]12 |f:2.3|. Procedure details: To a solution of 55 mg of 7-(2-chloro-4,6-dimethylphenyl)-2-methyl-4,5,6,7-tetrahydro-2H-pyrazolo[3,4-b]pyridin-3-ylamine in 3 mL of dichloroethane was added 29 μL of propionaldehyde followed a few minutes later by 124 mg of sodium triacetoxyborohydride. The reaction mixture was stirred at room temperature for 2 d, during which time an additional 30 μL of propionaldehyde and an additional 62 mg of sodium triacetoxyborohydride were added to drive the reaction to completion. The mixture was then d...